Dataset: the Open Reaction Database (ORD), a public repository of structured organic reaction records. Task: describe an organic reaction: reactants, conditions, products, and yield Starting materials: N1=C(C=CC=C1)C1(CC2CCC(C1)N2)O (3-(2-pyridinyl)-8-azabicyclo[3.2.1]octan-3-ol), COC1=CC=CC2=C1O[C@@H](CO2)COS(=O)(=O)C2=CC=C(C=C2)C ((S)-toluene-4-sulfonic acid 8-methoxy-2,3-dihydro-benzo[1,4]dioxin-2-ylmethyl ester). The product is COC1=CC=CC2=C1O[C@H](CO2)CN2C1CC(CC2CC1)(O)C1=NC=CC=C1 (8-{[(2S)-8-Methoxy-2,3-dihydro-1,4-benzodioxin-2-yl]methyl}-3-(2-pyridinyl)-8-azabicyclo[3.2.1]octan-3-ol). Isolated yield 70.0%. As a reaction SMILES: [N:1]1[CH:6]=[CH:5][CH:4]=[CH:3][C:2]=1[C:7]1([OH:15])[CH2:13][CH:12]2[NH:14][CH:9]([CH2:10][CH2:11]2)[CH2:8]1.[CH3:16][O:17][C:18]1[C:23]2[O:24][C@H:25]([CH2:28]OS(C3C=CC(C)=CC=3)(=O)=O)[CH2:26][O:27][C:22]=2[CH:21]=[CH:20][CH:19]=1>>[CH3:16][O:17][C:18]1[C:23]2[O:24][C@@H:25]([CH2:28][N:14]3[CH:12]4[CH2:11][CH2:10][CH:9]3[CH2:8][C:7]([C:2]3[CH:3]=[CH:4][CH:5]=[CH:6][N:1]=3)([OH:15])[CH2:13]4)[CH2:26][O:27][C:22]=2[CH:21]=[CH:20][CH:19]=1. Reported procedure: The title compound was prepared by the same procedure described in Example 1, Step 4 using 3-(2-pyridinyl)-8-azabicyclo[3.2.1]octan-3-ol in place of 3-naphthalen-2-yl-8-aza-bicyclo[3.2.1]octan-3-ol, and (S)-toluene-4-sulfonic acid 8-methoxy-2,3-dihydro-benzo[1,4]dioxin-2-ylmethyl ester in place of (S)-toluene-4-sulfonic acid 8-ethoxy-2,3-dihydro-benzo[1,4]dioxin-2-ylmethyl ester. Yield: 70%, white solid.